This data is from the Open Reaction Database (ORD), a public repository of structured organic reaction records. The task is: describe an organic reaction: reactants, conditions, products, and yield Starting materials: Methyl ester, C(C1=CC=CC=C1)OC=1C=C2CCC(C(C2=CC1)O)C(=O)O (6-benzyloxy-1-hydroxy-1,2,3,4-tetrahydro-2-naphthoic acid), [OH-].[Na+] (sodium hydroxide). Solvent: CO (methanol). Reaction conditions: time 30 minute. The product is C(C1=CC=CC=C1)OC1=CC=C2C=C(CCC2=C1)C(=O)O (7-benzyloxy-1,2-dihydro-3-naphthoic acid). Yield: 79.8%. Reaction SMILES: [CH2:1]([O:8][C:9]1[CH:10]=[C:11]2[C:16](=[CH:17][CH:18]=1)[CH:15](O)[CH:14]([C:20]([OH:22])=[O:21])[CH2:13][CH2:12]2)[C:2]1[CH:7]=[CH:6][CH:5]=[CH:4][CH:3]=1.[OH-].[Na+]>CO>[CH2:1]([O:8][C:9]1[CH:10]=[C:11]2[C:16]([CH:15]=[C:14]([C:20]([OH:22])=[O:21])[CH2:13][CH2:12]2)=[CH:17][CH:18]=1)[C:2]1[CH:3]=[CH:4][CH:5]=[CH:6][CH:7]=1 |f:1.2|. Procedure details: Methyl ester of 6-benzyloxy-1-hydroxy-1,2,3,4-tetrahydro-2-naphthoic acid (0.6 g) is dissolved in methanol (50 ml). To the solution is added an aqueous solution (10 ml) of sodium hydroxide (2 g), and the mixture is left standing for 30 minutes at room temperature. The resultant is concentrated under reduced pressure. The concentrate is diluted with water (50 ml). The precipitating crystals are collected by filtration. This product is dissolved in a mixture of dioxane (50 ml) and concentrated hyd... Starting materials: CCCCCCOC(C)C(=O)Cl, ClCCl, Cl, O=C(O)c1ccc(O)cc1, c1ccncc1. Yields the product CCCCCCOC(C)C(=O)Oc1ccc(C(=O)O)cc1. As a reaction SMILES: [CH2:11]([CH2:12][CH2:13][CH2:14][CH2:15][CH3:16])[O:17][CH:18]([C:19](=[O:20])[Cl:21])[CH3:22].[CH2:23]([Cl:24])[Cl:25].[ClH:32].[OH:1][c:2]1[cH:3][cH:4][c:5]([C:6](=[O:7])[OH:8])[cH:9][cH:10]1.[cH:26]1[cH:27][cH:28][n:29][cH:30][cH:31]1>>[O:1]([c:2]1[cH:3][cH:4][c:5]([C:6](=[O:7])[OH:8])[cH:9][cH:10]1)[C:19]([CH:18]([O:17][CH2:11][CH2:12][CH2:13][CH2:14][CH2:15][CH3:16])[CH3:22])=[O:20].